This data is from the Open Reaction Database (ORD), a public repository of structured organic reaction records. The task is: describe an organic reaction: reactants, conditions, products, and yield Reactants: S(=O)(=O)(O)O.NC1=NC(=C2NC=NC2=N1)N (2,6-diaminopurine sulfate), [OH-].[Na+] (sodium hydroxide). The product is NC1=NC(=C2NC=NC2=N1)N (2,6-diaminopurine). As a reaction SMILES: S(O)(O)(=O)=O.[NH2:6][C:7]1[N:15]=[C:14]2[C:10]([NH:11][CH:12]=[N:13]2)=[C:9]([NH2:16])[N:8]=1.[OH-].[Na+]>>[NH2:6][C:7]1[N:15]=[C:14]2[C:10]([NH:11][CH:12]=[N:13]2)=[C:9]([NH2:16])[N:8]=1 |f:0.1,2.3|. Reported procedure: Generally speaking, compounds of this invention are prepared from 2-acetamido-adenosine-5'-carboxylic acid or from the corresponding 2',3'-isopropylidene derivatives. 2-acetamido-adenosine-5'-carboxylic acid is obtained by reacting 2,6-diaminopurine sulfate with sodium hydroxide to obtain 2,6-diaminopurine which is then reacted with acetic anhydride to yield 2,6-diacetamidopurine, which in turn is converted to a mercuri chloride complex. The mercuri chloride complex of 2,6-diacetamidopurine is t... The reactants are C1(CC1)CNCC=1C=C(C=NC1)C=1C=C2C(=CNC2=C(C1)C(=O)N)C1CCN(CC1)S(=O)(=O)CC (5-(5-{[(cyclopropylmethyl)amino]methyl}-3-pyridinyl)-3-[1-(ethylsulfonyl)-4-piperidinyl]-1H-indole-7-carboxamide), [BH3-]C#N.[Na+] (NaCNBH3), CC1(OB(OC1(C)C)C=1C=C(C=NC1)C=O)C (5-(4,4,5,5-tetramethyl-1,3,2-dioxaborolan-2-yl)-3-pyridinecarbaldehyde), COCCCN ([3-(methyloxy)propyl]amine). Product: COCCCNCC=1C=NC=C(C1)B1OC(C(O1)(C)C)(C)C ([3-(methyloxy)propyl]{[5-(4,4,5,5-tetramethyl-1,3,2-dioxaborolan-2-yl)-3-pyridinyl]methyl}amine). The yield is 55.7%. As a reaction SMILES: C1(CNCC2C=C(C3C=C4C(=C(C(N)=O)C=3)NC=C4C3CCN(S(CC)(=O)=O)CC3)C=NC=2)CC1.[CH3:36][C:37]1([CH3:52])[C:41]([CH3:43])([CH3:42])[O:40][B:39]([C:44]2[CH:45]=[C:46]([CH:50]=O)[CH:47]=[N:48][CH:49]=2)[O:38]1.[CH3:53][O:54][CH2:55][CH2:56][CH2:57][NH2:58].[BH3-]C#N.[Na+]>>[CH3:53][O:54][CH2:55][CH2:56][CH2:57][NH:58][CH2:50][C:46]1[CH:47]=[N:48][CH:49]=[C:44]([B:39]2[O:38][C:37]([CH3:52])([CH3:36])[C:41]([CH3:43])([CH3:42])[O:40]2)[CH:45]=1 |f:3.4|. Procedure: Following the general procedure of 5-(5-{[(cyclopropylmethyl)amino]methyl}-3-pyridinyl)-3-[1-(ethylsulfonyl)-4-piperidinyl]-1H-indole-7-carboxamide, 5-(4,4,5,5-tetramethyl-1,3,2-dioxaborolan-2-yl)-3-pyridinecarbaldehyde (30 mg, 0.129 mmol), [3-(methyloxy)propyl]amine (0.013 mL, 0.129 mmol), and NaCNBH3 (16 mg, 0.258 mmol) were reacted to give 22 mg of crude [3-(methyloxy)propyl]{[5-(4,4,5,5-tetramethyl-1,3,2-dioxaborolan-2-yl)-3-pyridinyl]methyl}amine. The crude [3-(methyloxy)propyl]{[5-(4,4,5,5... The reactants are C1CCOC1, COC(=O)c1ccc(-c2cc(C(=O)NCc3c(C)cc(C)[nH]c3=O)c3c(C)cn(C(C)C)c3c2)cc1, CO, [Na+], [OH-], O. Product: Cc1cc(C)c(CNC(=O)c2cc(-c3ccc(C(=O)O)cc3)cc3c2c(C)cn3C(C)C)c(=O)[nH]1. As a reaction SMILES: [CH2:42]1[O:43][CH2:44][CH2:45][CH2:46]1.[CH3:1][c:2]1[c:3]([CH2:10][NH:11][C:12](=[O:13])[c:14]2[c:15]3[c:16]([CH3:36])[cH:17][n:18]([CH:33]([CH3:34])[CH3:35])[c:19]3[cH:20][c:21](-[c:23]3[cH:24][cH:25][c:26]([C:27](=[O:28])[O:29][CH3:30])[cH:31][cH:32]3)[cH:22]2)[c:4](=[O:9])[nH:5][c:6]([CH3:8])[cH:7]1.[CH3:40][OH:41].[Na+:38].[OH-:37].[OH2:39]>>[CH3:1][c:2]1[c:3]([CH2:10][NH:11][C:12](=[O:13])[c:14]2[c:15]3[c:16]([CH3:36])[cH:17][n:18]([CH:33]([CH3:34])[CH3:35])[c:19]3[cH:20][c:21](-[c:23]3[cH:24][cH:25][c:26]([C:27](=[O:28])[OH:29])[cH:31][cH:32]3)[cH:22]2)[c:4](=[O:9])[nH:5][c:6]([CH3:8])[cH:7]1.